From a dataset of the Open Reaction Database (ORD), a public repository of structured organic reaction records. describe an organic reaction: reactants, conditions, products, and yield RXN SMILES: [CH2:14]([Al+:15][CH2:16][CH:17]([CH3:18])[CH3:19])[CH:20]([CH3:21])[CH3:22].[CH3:1][O:2][c:3]1[n:4][cH:5][n:6][cH:7][c:8]1[C:9](=[O:10])[O:11][CH3:12].[CH3:26][c:27]1[cH:28][cH:29][cH:30][cH:31][cH:32]1.[Cl:23][CH2:24][Cl:25].[H-:13]>>[CH3:1][O:2][c:3]1[n:4][cH:5][n:6][cH:7][c:8]1[CH:9]=[O:10]. Reactants: CC(C)C[Al+]CC(C)C, COC(=O)c1cncnc1OC, Cc1ccccc1, ClCCl, [H-]. Yields the product COc1ncncc1C=O. Reactants: 21, FC1=CC=C(C=C1)CN1C(=NC2=C1C=CC=C2)NC2CCN(CC2)C2CCN(CC2)C(=O)OCC (ethyl 4-[1-(4-fluorophenylmethyl)-1H-benzimidazol-2ylamino][1,4'-bipiperidine]-1'-carboxylate), Br (hydrobromic acid). The product is FC1=CC=C(C=C1)CN1C(=NC2=C1C=CC=C2)NC2CCN(CC2)C2CCNCC2 (N-[1-(4-fluorophenylmethyl) -1H-benzimidazol-2yl]-[1,4'-bipiperidine]-4-amine), ( 56 ). Yield: 50.0%. Reaction SMILES: [F:1][C:2]1[CH:7]=[CH:6][C:5]([CH2:8][N:9]2[C:13]3[CH:14]=[CH:15][CH:16]=[CH:17][C:12]=3[N:11]=[C:10]2[NH:18][CH:19]2[CH2:24][CH2:23][N:22]([CH:25]3[CH2:30][CH2:29][N:28](C(OCC)=O)[CH2:27][CH2:26]3)[CH2:21][CH2:20]2)=[CH:4][CH:3]=1.Br>>[F:1][C:2]1[CH:3]=[CH:4][C:5]([CH2:8][N:9]2[C:13]3[CH:14]=[CH:15][CH:16]=[CH:17][C:12]=3[N:11]=[C:10]2[NH:18][CH:19]2[CH2:24][CH2:23][N:22]([CH:25]3[CH2:30][CH2:29][NH:28][CH2:27][CH2:26]3)[CH2:21][CH2:20]2)=[CH:6][CH:7]=1. Reported procedure: A mixture of 21 parts of ethyl 4-[1-(4-fluorophenylmethyl)-1H-benzimidazol-2ylamino][1,4'-bipiperidine]-1'-carboxylate and 450 parts of hydrobromic acid solution 48% was stirred and refluxed for 16 hours. The reaction mixture was evaporated. From the residue the free base was liberated in the conventional manner with sodium hydroxide in water and extracted with dichloromethane. The extract was dried, filtered and evaporated, yielding 8 parts (50%) of N-[1-(4-fluorophenylmethyl) -1H-benzimidazol-... The reactants are C(C)(=O)O[C@H]1[C@H](OC2=C(C=CC(=C2)N)CC2=CC=C(C=C2)CC)O[C@@H]([C@H]([C@@H]1OC(C)=O)OC(C)=O)COC(C)=O (5-amino-2-(4-ethylbenzyl)phenyl 2,3,4,6-tetra-O-acetyl-β-D-glucopyranoside), C[O-].[Na+] (sodium methoxide). The solvent is CO (methanol). Run at time 50 minute. The product is O([C@H]1[C@H](O)[C@@H](O)[C@H](O)[C@H](O1)CO)C1=C(C=CC(=C1)N)CC1=CC=C(C=C1)CC (5-amino-2-(4-ethylbenzyl)phenyl β-D-glucopyranoside). The yield is 90.4%. RXN SMILES: C([O:4][C@@H:5]1[C@@H:27]([O:28]C(=O)C)[C@H:26]([O:32]C(=O)C)[C@@H:25]([CH2:36][O:37]C(=O)C)[O:24][C@H:6]1[O:7][C:8]1[CH:13]=[C:12]([NH2:14])[CH:11]=[CH:10][C:9]=1[CH2:15][C:16]1[CH:21]=[CH:20][C:19]([CH2:22][CH3:23])=[CH:18][CH:17]=1)(=O)C.C[O-].[Na+]>CO>[O:7]([C:8]1[CH:13]=[C:12]([NH2:14])[CH:11]=[CH:10][C:9]=1[CH2:15][C:16]1[CH:21]=[CH:20][C:19]([CH2:22][CH3:23])=[CH:18][CH:17]=1)[C@@H:6]1[O:24][C@H:25]([CH2:36][OH:37])[C@@H:26]([OH:32])[C@H:27]([OH:28])[C@H:5]1[OH:4] |f:1.2|. Procedure details: To a solution of 5-amino-2-(4-ethylbenzyl)phenyl 2,3,4,6-tetra-O-acetyl-β-D-glucopyranoside (0.19 g) in methanol (3.5 mL) was added sodium methoxide (28% methanol solution, 0.064 mL), and the mixture was stirred at room temperature for 50 minutes. The reaction mixture was concentrated under reduced pressure, and water was added to the residue. The resulting precipitated crystals were collected by filtration, washed with water and dried under reduced pressure to give 5-amino-2-(4-ethylbenzyl)phen... The reactants are FC1=C(C=CC(=C1)F)[C@]1(OC1)[C@H](C)O ((1S)-1-[(2R)-2-(2,4-difluorophenyl)-2-oxiranyl]ethanol), N1N=CN=C1 (1H-1,2,4-triazole). Yields the product FC1=C(C=CC(=C1)F)[C@]1(OC1)[C@@H](C)N1N=CN=C1 ((2S)-2-(2,4-difluorophenyl)-2-[(1R)-1-(1H-1,2,4-triazol-1-yl)ethyl]oxirane). Isolated yield 56.5%. As a reaction SMILES: [F:1][C:2]1[CH:7]=[C:6]([F:8])[CH:5]=[CH:4][C:3]=1[C@:9]1([C@@H:12](O)[CH3:13])[CH2:11][O:10]1.[NH:15]1[CH:19]=[N:18][CH:17]=[N:16]1>>[F:1][C:2]1[CH:7]=[C:6]([F:8])[CH:5]=[CH:4][C:3]=1[C@:9]1([C@H:12]([N:15]2[CH:19]=[N:18][CH:17]=[N:16]2)[CH3:13])[CH2:11][O:10]1. Procedure details: Using (1S)-1-[(2R)-2-(2,4-difluorophenyl)-2-oxiranyl]ethanol (1.17 g) and 1H-1,2,4-triazole (404 mg), (2S)-2-(2,4-difluorophenyl)-2-[(1R)-1-(1H-1,2,4-triazol-1-yl)ethyl]oxirane (830 mg) was obtained by the same way as in Reference Example 2.